Dataset: the Open Reaction Database (ORD), a public repository of structured organic reaction records. Task: describe an organic reaction: reactants, conditions, products, and yield Reactants: FC1=CC2=C(C(=NS2)N2CCNCC2)C=C1 (6-fluoro-3-(4-piperazinyl)-1,2-benzisothiazole), BrCCC(=O)OCC (ethyl 3-bromopropionate), C(=O)([O-])[O-].[K+].[K+] (K2CO3), Cl (HCl). Solvent: O (H2O), CCOCC (Et2O), CCOC(=O)C (EtOAc). The product is Cl.FC1=CC2=C(C(=NS2)N2CCN(CC2)CCC(=O)OCC)C=C1 (Ethyl 3-[4-(6-Fluoro-1,2-benzisothiazol-3-yl)-1-piperazinyl]propionate hydrochloride). Isolated yield 6.4%. RXN SMILES: [F:1][C:2]1[CH:16]=[CH:15][C:5]2[C:6]([N:9]3[CH2:14][CH2:13][NH:12][CH2:11][CH2:10]3)=[N:7][S:8][C:4]=2[CH:3]=1.Br[CH2:18][CH2:19][C:20]([O:22][CH2:23][CH3:24])=[O:21].C([O-])([O-])=O.[K+].[K+].[ClH:31]>CCOCC.CCOC(C)=O.O>[ClH:31].[F:1][C:2]1[CH:16]=[CH:15][C:5]2[C:6]([N:9]3[CH2:14][CH2:13][N:12]([CH2:18][CH2:19][C:20]([O:22][CH2:23][CH3:24])=[O:21])[CH2:11][CH2:10]3)=[N:7][S:8][C:4]=2[CH:3]=1 |f:2.3.4,9.10|. Procedure: A mixture of 6-fluoro-3-(4-piperazinyl)-1,2-benzisothiazole (6.0 g, 25 mmol), ethyl 3-bromopropionate (4.5 g, 25 mmol), K2CO3 (3.5 g) CH3CN (100 ml) was stirred and refluxed for 16 hours. The reaction was poured into H2O, and after extractive workup with EtOAc, 6.0 g of am orange oil was realized. The oil was dissolved in Et2O and ethereal HCl was added to precipitate 6.3 g of a white hydrochloride salt. The salt was recrystallized from CH3CN to yield 6.0 g (6.4%) of the desired compound. An ana... Starting materials: O=C([O-])[O-], CCOC(C)=O, N#Cc1cccc(Nc2nc(Cl)nc3nc[nH]c23)c1, [Cs+], [Cs+], CCI, C1COCCO1, CN(C)C=O, O. The product is CCn1cnc2c(Nc3cccc(C#N)c3)nc(Cl)nc21. As a reaction SMILES: [C:20](=[O:21])([O-:22])[O-:23].[CH3:35][CH2:36][O:37][C:38](=[O:39])[CH3:40].[Cl:1][c:2]1[n:3][c:4]([NH:11][c:12]2[cH:13][c:14]([C:18]#[N:19])[cH:15][cH:16][cH:17]2)[c:5]2[nH:6][cH:7][n:8][c:9]2[n:10]1.[Cs+:24].[Cs+:25].[I:26][CH2:27][CH3:28].[O:29]1[CH2:30][CH2:31][O:32][CH2:33][CH2:34]1.[O:41]=[CH:42][N:43]([CH3:44])[CH3:45].[OH2:46]>>[Cl:1][c:2]1[n:3][c:4]([NH:11][c:12]2[cH:13][c:14]([C:18]#[N:19])[cH:15][cH:16][cH:17]2)[c:5]2[n:6][cH:7][n:8]([CH2:27][CH3:28])[c:9]2[n:10]1. The reactants are N#N (N2), IC1=C(C=CC(=C1)[N+](=O)[O-])OC (2-iodo-4-nitroanisole), S1C=NC=C1 (thiazole), C(C)(=O)[O-].[K+] (potassium acetate), tetrakis(triphenyl phosphine)palladium(0). Solvent: CN(C)C=O (DMF). Run at temperature 100 celsius, time 8 hour. Product: COC1=C(C=C(C=C1)[N+](=O)[O-])C1=CN=CS1 (5-(2-Methoxy-5-nitrophenyl)thiazole). As a reaction SMILES: N#N.I[C:4]1[CH:9]=[C:8]([N+:10]([O-:12])=[O:11])[CH:7]=[CH:6][C:5]=1[O:13][CH3:14].[S:15]1[CH:19]=[CH:18][N:17]=[CH:16]1.C([O-])(=O)C.[K+]>CN(C=O)C>[CH3:14][O:13][C:5]1[CH:6]=[CH:7][C:8]([N+:10]([O-:12])=[O:11])=[CH:9][C:4]=1[C:19]1[S:15][CH:16]=[N:17][CH:18]=1 |f:3.4|. Reported procedure: N2 was bubbled through a solution of 2-iodo-4-nitroanisole (2.8 g, 10.0 mmol), thiazole (2.55 g, 30.0 mmol), potassium acetate (1.47 g, 15.0 mmol), and tetrakis(triphenyl phosphine)palladium(0) (0.81 g, 0.70 mmol) in DMF (15 mL) for 10 min. The mixture was then heated to 100° C. and stirred overnight. Solvent was removed under reduced pressure, and the residue was purified by silica gel chromatography (dichloromethane:MeOH=96:4) to afford the title compound. 1H-NMR (CDCl3, 400 MHz): δ=4.08 (s, 3... Starting materials: O (H2O), FC(C1=CC=C(C=C1)[C@H]1N(CCC2=CC=CC=C12)C(=O)OC1=CC=C(C=C1)[N+](=O)[O-])(F)F ((R)-4-Nitrophenyl 1-(4-(trifluoromethyl)phenyl)-3,4-dihydroisoquinoline-2(1H)-carboxylate), NC1=C(C=C(C#N)C=C1)F (4-amino-3-fluorobenzonitrile), [H-].[Na+] (NaH). The solvent is CC#N (MeCN). Run at time 8 hour. Yields the product C(#N)C1=CC(=C(C=C1)NC(=O)N1[C@@H](C2=CC=CC=C2CC1)C1=CC=C(C=C1)C(F)(F)F)F ((R)—N-(4-Cyano-2-fluorophenyl)-1-(4-(trifluoromethyl)phenyl)-3,4-dihydro-isoquinoline-2(1H)-carboxamide). Reaction SMILES: [F:1][C:2]([F:32])([F:31])[C:3]1[CH:8]=[CH:7][C:6]([C@@H:9]2[C:18]3[C:13](=[CH:14][CH:15]=[CH:16][CH:17]=3)[CH2:12][CH2:11][N:10]2[C:19](OC2C=CC([N+]([O-])=O)=CC=2)=[O:20])=[CH:5][CH:4]=1.[NH2:33][C:34]1[CH:41]=[CH:40][C:37]([C:38]#[N:39])=[CH:36][C:35]=1[F:42].[H-].[Na+].O>CC#N>[C:38]([C:37]1[CH:40]=[CH:41][C:34]([NH:33][C:19]([N:10]2[CH2:11][CH2:12][C:13]3[C:18](=[CH:17][CH:16]=[CH:15][CH:14]=3)[C@H:9]2[C:6]2[CH:7]=[CH:8][C:3]([C:2]([F:31])([F:1])[F:32])=[CH:4][CH:5]=2)=[O:20])=[C:35]([F:42])[CH:36]=1)#[N:39] |f:2.3|. Procedure: A solution of (R)-4-nitrophenyl 1-(4-(trifluoromethyl)phenyl)-3,4-dihydroisoquinoline-2(1H)-carboxylate (50 mg, 113 μmol, example 88) and 4-amino-3-fluorobenzonitrile (17 mg, 124 mop in MeCN (0.7 mL) was subjected to a microwave irradiation at 120° C. for 15 min and at 150° C. for 15 min. Then, NaH (60% dispersion in mineral oil, 20 mg) was added and the mixture was then stirred at RT for overnight. Then, H2O (1.0 mL) was added and the mixture was extracted with EtOAc (2×1.5 mL). The combined or... Starting materials: CN(C)C=O, O=C(O)c1cc(F)c(F)c(F)c1F, O=S(Cl)Cl. Product: O=C(Cl)c1cc(F)c(F)c(F)c1F. Reaction SMILES: [CH3:18][N:19]([CH3:20])[CH:21]=[O:22].[F:1][c:2]1[c:3]([C:4](=[O:5])[OH:6])[cH:7][c:8]([F:13])[c:9]([F:12])[c:10]1[F:11].[S:14]([Cl:15])([Cl:16])=[O:17]>>[F:1][c:2]1[c:3]([C:4](=[O:5])[Cl:16])[cH:7][c:8]([F:13])[c:9]([F:12])[c:10]1[F:11]. The reactants are [Br-].C[N+]=1C=CN2C1C(NC(=C2)C)=O (1,6-dimethyl-8-oxo-7,8-dihydro-imidazo[1,2-a]pyrazin-1-ium bromide salt), N1C=NC=C1 (imidazole), ice water. Reaction conditions: temperature 175 celsius, time 20 hour. Product: CC=1NC(C=2N(C1)C=CN2)=O (6-methyl-7H-imidazo[1,2-a]pyrazin-8-one). Isolated yield 39.7%. As a reaction SMILES: [Br-].C[N+:3]1[CH:4]=[CH:5][N:6]2[CH:11]=[C:10]([CH3:12])[NH:9][C:8](=[O:13])[C:7]=12.N1C=CN=C1>>[CH3:12][C:10]1[NH:9][C:8](=[O:13])[C:7]2[N:6]([CH:5]=[CH:4][N:3]=2)[CH:11]=1 |f:0.1|. Procedure: A mixture of 1,6-dimethyl-8-oxo-7,8-dihydro-imidazo[1,2-a]pyrazin-1-ium bromide salt (4.3 g, 16.4 mmol) and imidazole (20.4 g, 310 mmol) is stirred at 175° C. for 20 h. After this time the reaction mixture is cooled down to 100° C. and poured into ice-water with vigorous stirring. No precipitation is observed therefore the solvent is removed and the imidazole distilled off under vacuum at approx. 130° C. The solid remaining is triturated with DCM to give 6-methyl-7H-imidazo[1,2-a]pyrazin-8-one a...